From a dataset of the Open Reaction Database (ORD), a public repository of structured organic reaction records. describe an organic reaction: reactants, conditions, products, and yield The reactants are CC(=O)OC(C)=O, CC12CC(O)CCC1CCC1C2CCC2(C)C(O)C(N3CCCCC3)CC12, c1ccncc1. Yields the product CC(=O)OC1C(N2CCCCC2)CC2C3CCC4CCC(O)CC4(C)C3CCC21C. RXN SMILES: [CH3:1][C:2](=[O:3])[O:4][C:5](=[O:6])[CH3:7].[N:8]1([CH:14]2[CH:15]([OH:34])[C:16]3([CH3:17])[CH:18]([CH2:19]2)[CH:20]2[CH2:21][CH2:22][CH:23]4[CH2:24][CH2:25][CH:26]([OH:33])[CH2:27][C:28]4([CH3:29])[CH:30]2[CH2:31][CH2:32]3)[CH2:9][CH2:10][CH2:11][CH2:12][CH2:13]1.[cH:35]1[cH:36][cH:37][n:38][cH:39][cH:40]1>>[CH3:1][C:2](=[O:3])[O:34][CH:15]1[CH:14]([N:8]2[CH2:9][CH2:10][CH2:11][CH2:12][CH2:13]2)[CH2:19][CH:18]2[C:16]1([CH3:17])[CH2:32][CH2:31][CH:30]1[CH:20]2[CH2:21][CH2:22][CH:23]2[CH2:24][CH2:25][CH:26]([OH:33])[CH2:27][C:28]21[CH3:29]. Starting materials: CSC(=N)N[N+](=O)[O-], CCO, N=C(N)Nc1nc(CCCCN)cs1. Product: N=C(N)Nc1nc(CCCCNC(N)=N[N+](=O)[O-])cs1. RXN SMILES: [CH3:15][S:16][C:17]([NH:18][N+:19](=[O:20])[O-:21])=[NH:22].[CH3:23][CH2:24][OH:25].[NH:1]([C:2](=[NH:3])[NH2:4])[c:5]1[s:6][cH:7][c:8]([CH2:10][CH2:11][CH2:12][CH2:13][NH2:14])[n:9]1>>[NH:1]([C:2](=[NH:3])[NH2:4])[c:5]1[s:6][cH:7][c:8]([CH2:10][CH2:11][CH2:12][CH2:13][NH:14][C:17](=[N:18][N+:19](=[O:20])[O-:21])[NH2:22])[n:9]1. Starting materials: CC1=NC(=CC=C1)C1=CC=C(C=C1)F (2-methyl,6-(4-fluorophenyl)pyridine), ClN1C(CCC1=O)=O (N-chloro succinimide), C(C1=CC=CC=C1)(=O)OOC(C1=CC=CC=C1)=O (benzoyl peroxide). Solvent: C(Cl)(Cl)(Cl)Cl (carbon tetrachloride). The product is ClCC1=NC(=CC=C1)C1=CC=C(C=C1)F (2-chloromethyl,6-(4-fluorophenyl)pyridine). As a reaction SMILES: [CH3:1][C:2]1[CH:7]=[CH:6][CH:5]=[C:4]([C:8]2[CH:13]=[CH:12][C:11]([F:14])=[CH:10][CH:9]=2)[N:3]=1.[Cl:15]N1C(=O)CCC1=O.C(OOC(=O)C1C=CC=CC=1)(=O)C1C=CC=CC=1>C(Cl)(Cl)(Cl)Cl>[Cl:15][CH2:1][C:2]1[CH:7]=[CH:6][CH:5]=[C:4]([C:8]2[CH:9]=[CH:10][C:11]([F:14])=[CH:12][CH:13]=2)[N:3]=1. Procedure details: 0.60 g (3.2 mmol) of the product of step 2 was dissolved in 50 mL of carbon tetrachloride, along with 0.54 g (3.5 mmol) of N-chloro succinimide and a catalytic amount of benzoyl peroxide. After refluxing for 20 hr, the solution was concentrated and filtered through a plug of silica gel eluting with 20% ethyl acetate:hexane. The resulting oil was contaminated with ˜10% of unreacted starting material and was used in the next step without further purification. NMR (200 MHz, CDCl3) δ 7.96 (m, 2H, Ar... Starting materials: C=CC(=O)OC, CO, CC#N, O=c1[nH]c(-c2ccc(Cl)cc2)co1, O, O=S(=O)(O)O. Product: COC(=O)C(C)c1oc(=O)[nH]c1-c1ccc(Cl)cc1. Reaction SMILES: [C:19]([CH:20]=[CH2:21])(=[O:22])[O:23][CH3:24].[CH3:25][OH:26].[CH3:27][C:28]#[N:29].[Cl:1][c:2]1[cH:3][cH:4][c:5](-[c:8]2[nH:9][c:10](=[O:13])[o:11][cH:12]2)[cH:6][cH:7]1.[OH2:30].[S:14](=[O:15])(=[O:16])([OH:17])[OH:18]>>[Cl:1][c:2]1[cH:3][cH:4][c:5](-[c:8]2[nH:9][c:10](=[O:13])[o:11][c:12]2[CH:20]([C:19](=[O:22])[O:23][CH3:24])[CH3:21])[cH:6][cH:7]1. The reactants are O=C([O-])[O-], CCOC1(c2ccc(C#C[Si](CC)(CC)CC)cc2C(C)(C)C)CC1, CO, [K+], [K+]. The product is C#Cc1ccc(C2(OCC)CC2)c(C(C)(C)C)c1. Reaction SMILES: [C:26](=[O:27])([O-:28])[O-:29].[CH2:1]([CH3:2])[O:3][C:4]1([c:7]2[c:8]([C:22]([CH3:23])([CH3:24])[CH3:25])[cH:9][c:10]([C:13]#[C:14][Si:15]([CH2:16][CH3:17])([CH2:18][CH3:19])[CH2:20][CH3:21])[cH:11][cH:12]2)[CH2:5][CH2:6]1.[CH3:32][OH:33].[K+:30].[K+:31]>>[CH2:1]([CH3:2])[O:3][C:4]1([c:7]2[c:8]([C:22]([CH3:23])([CH3:24])[CH3:25])[cH:9][c:10]([C:13]#[CH:14])[cH:11][cH:12]2)[CH2:5][CH2:6]1. The yield is 93.7%. The product is N(N)C=1C(=NC2=CC=C(C=C2N1)[N+](=O)[O-])OC (3-Hydrazino-2-methoxy-6-nitroquinoxaline). The solvent is C(C)O (ethanol). Starting materials: ClC=1C(=NC2=CC=C(C=C2N1)[N+](=O)[O-])OC (3-chloro-2-methoxy-6-nitroquinoxaline), O.NN (hydrazine hydrate). As a reaction SMILES: Cl[C:2]1[C:3]([O:15][CH3:16])=[N:4][C:5]2[C:10]([N:11]=1)=[CH:9][C:8]([N+:12]([O-:14])=[O:13])=[CH:7][CH:6]=2.O.[NH2:18][NH2:19]>C(O)C>[NH:18]([C:2]1[C:3]([O:15][CH3:16])=[N:4][C:5]2[C:10]([N:11]=1)=[CH:9][C:8]([N+:12]([O-:14])=[O:13])=[CH:7][CH:6]=2)[NH2:19] |f:1.2|. Reported procedure: A mixture of 3.4 g (14.2 mmol) of 3-chloro-2-methoxy-6-nitroquinoxaline and 1.65 g (33 mmol) of hydrazine hydrate in 150 ml of ethanol was stirred at room temperature over night. The precipitate was collected and washed with water and cold ethanol to give 3.13 g (94%) of crude product. The reactants are ClC=1C(=NN(C1C)C1=C(C=C(C=C1)C(NS(=O)(=O)C1=CC2=CC=CC=C2C=C1)=O)C(=O)N1CC2=CC=CC=C2CC1)C(=O)O (4-chloro-5-methyl-1-(4-(naphthalen-2-ylsulfonylcarbamoyl)-2-(1,2,3,4-tetrahydroisoquinoline-2-carbonyl)phenyl)-1H-pyrazole-3-carboxylic acid), ClC=1C(=NN(C1C)C1=C(C=C(C=C1)C(NS(=O)(=O)C1=CC2=CC=CC=C2C=C1)=O)C(=O)N1CC2=CC=CC=C2CC1)C(=O)O (4-chloro-5-methyl-1-(4-(naphthalen-2-ylsulfonylcarbamoyl)-2-(1,2,3,4-tetrahydroisoquinoline-2-carbonyl)phenyl)-1H-pyrazole-3-carboxylic acid), C(C1=CC=CC=C1)NCCCC (N-benzylbutan-1-amine). The product is C(C1=CC=CC=C1)N(C(=O)C1=NN(C(=C1Cl)C)C1=C(C=C(C=C1)C(NS(=O)(=O)C1=CC2=CC=CC=C2C=C1)=O)C(=O)N1CC2=CC=CC=C2CC1)CCCC (N-Benzyl-N-butyl-4-chloro-5-methyl-1-(4-(naphthalen-2-ylsulfonylcarbamoyl)-2-(1,2,3,4-tetrahydroisoquinoline-2-carbonyl)phenyl)-1H-pyrazole-3-carboxamide). The yield is 135.6%. Reaction SMILES: [Cl:1][C:2]1[C:3]([C:42]([OH:44])=O)=[N:4][N:5]([C:8]2[CH:13]=[CH:12][C:11]([C:14](=[O:29])[NH:15][S:16]([C:19]3[CH:28]=[CH:27]C4C(=CC=CC=4)[CH:20]=3)(=[O:18])=[O:17])=[CH:10][C:9]=2[C:30]([N:32]2[CH2:41][CH2:40][C:39]3[C:34](=[CH:35][CH:36]=[CH:37][CH:38]=3)[CH2:33]2)=[O:31])[C:6]=1[CH3:7].[CH2:45]([NH:52][CH2:53][CH2:54][CH2:55][CH3:56])[C:46]1[CH:51]=[CH:50][CH:49]=[CH:48][CH:47]=1>>[CH2:45]([N:52]([CH2:53][CH2:54][CH2:55][CH3:56])[C:42]([C:3]1[C:2]([Cl:1])=[C:6]([CH3:7])[N:5]([C:8]2[CH:13]=[CH:12][C:11]([C:14](=[O:29])[NH:15][S:16]([C:19]3[CH:20]=[CH:11][C:10]4[C:27](=[CH:12][CH:13]=[CH:8][CH:9]=4)[CH:28]=3)(=[O:17])=[O:18])=[CH:10][C:9]=2[C:30]([N:32]2[CH2:33][CH2:34][C:35]3[C:40](=[CH:39][CH:38]=[CH:37][CH:36]=3)[CH2:41]2)=[O:31])[N:4]=1)=[O:44])[C:46]1[CH:51]=[CH:50][CH:49]=[CH:48][CH:47]=1. Procedure: Following a procedure analogous to that for the synthesis of Example 125, 4-chloro-5-methyl-1-(4-(naphthalen-2-ylsulfonylcarbamoyl)-2-(1,2,3,4-tetrahydroisoquinoline-2-carbonyl)phenyl)-1H-pyrazole-3-carboxylic acid (Intermediate 122F, 25 mg, 0.040 mmol) and N-benzylbutan-1-amine (Aldrich, 11 μL, 0.064 mmol) were converted to the title compound (21 mg, 68%). 1H NMR (1:1 CD3OD:CDCl3) δ 8.62 (br s, 1H), 8.15 (d, J=7.9 Hz, 1H), 8.07-7.82 (m, 5H), 7.64-7.50 (m, 1H), 7.46-7.36 (m, 1.5H), 7.28-6.93 (m,...